Dataset: the Open Reaction Database (ORD), a public repository of structured organic reaction records. Task: describe an organic reaction: reactants, conditions, products, and yield The reactants are C(C)(=O)C1=CC=C(C=C1)S(=O)(=O)Cl (4-acetylbenzenesulfonyl chloride), Cl (hydrochloric acid), C(C)(=O)C1=CC=C(C=C1)S(=O)(=O)[O-].[Na+] (sodium 4-acetylbenzenesulfonate), OCCN (2-hydroxyethylamine). Run at time 16 hour. Yields the product C(C)(=O)C1=CC=C(C=C1)S(=O)(=O)NCCO (4-Acetyl-N-(2-hydroxyethyl)benzenesulfonamide). Reaction SMILES: [C:1]([C:4]1[CH:9]=[CH:8][C:7]([S:10](Cl)(=[O:12])=[O:11])=[CH:6][CH:5]=1)(=[O:3])[CH3:2].C(C1C=CC(S([O-])(=O)=O)=CC=1)(=O)C.[Na+].[OH:28][CH2:29][CH2:30][NH2:31].Cl>>[C:1]([C:4]1[CH:9]=[CH:8][C:7]([S:10]([NH:31][CH2:30][CH2:29][OH:28])(=[O:12])=[O:11])=[CH:6][CH:5]=1)(=[O:3])[CH3:2] |f:1.2|. Procedure: The damp 4-acetylbenzenesulfonyl chloride from 100 g. of sodium 4-acetylbenzenesulfonate is added to a stirred solution of 500 ml. of 50% aqueous 2-hydroxyethylamine. The mixture is stirred at room temperature for 16 hours, then acidified with hydrochloric acid and cooled to 0°-5° C. The precipitate of 4-acetyl-N-(2-hydroxyethyl)benzenesulfonamide is collected by filtration, washed with water and dried; m.p. 119°-121° C. after crystallization from water. Reactants: [Br-].C1(CCCCC1)C[Zn+] (cyclohexylmethylzinc bromide), C1CCOC1 (THF), BrC=1SC2=C(N1)C=CC(=C2)C#N (2-bromo-benzothiazole-6-carbonitrile), C1CCOC1 (THF), [1,1′-bis(diphenylphosphino)ferrocine]dichloropalladium (II). The reagents and catalysts are C=1C=CC(=CC1)/C=C/C(=O)/C=C/C2=CC=CC=C2.C=1C=CC(=CC1)/C=C/C(=O)/C=C/C2=CC=CC=C2.C=1C=CC(=CC1)/C=C/C(=O)/C=C/C2=CC=CC=C2.[Pd].[Pd] (tris(dibenzylideneacetone)dipalladium(0)), [I-].C(CCC)[N+](CCCC)(CCCC)CCCC (tetrabutylammonium iodide). Run in CN1C(CCC1)=O (1-methyl-2-pyrrolidinone). Reaction conditions: temperature 80 celsius, time 2 hour. Product: C1(CCCCC1)CC=1SC2=C(N1)C=CC(=C2)C#N (2-Cyclohexylmethyl-benzothiazole-6-carbonitrile). Yield: 57.0%. RXN SMILES: Br[C:2]1[S:3][C:4]2[CH:10]=[C:9]([C:11]#[N:12])[CH:8]=[CH:7][C:5]=2[N:6]=1.C1COCC1.[Br-].[CH:19]1([CH2:25][Zn+])[CH2:24][CH2:23][CH2:22][CH2:21][CH2:20]1>[I-].C([N+](CCCC)(CCCC)CCCC)CCC.C1C=CC(/C=C/C(/C=C/C2C=CC=CC=2)=O)=CC=1.C1C=CC(/C=C/C(/C=C/C2C=CC=CC=2)=O)=CC=1.C1C=CC(/C=C/C(/C=C/C2C=CC=CC=2)=O)=CC=1.[Pd].[Pd].CN1CCCC1=O>[CH:19]1([CH2:25][C:2]2[S:3][C:4]3[CH:10]=[C:9]([C:11]#[N:12])[CH:8]=[CH:7][C:5]=3[N:6]=2)[CH2:24][CH2:23][CH2:22][CH2:21][CH2:20]1 |f:2.3,4.5,6.7.8.9.10|. Procedure details: Place 2-bromo-benzothiazole-6-carbonitrile (0.2 g, 0.96 mmol), anhydrous THF (3 mL), 1-methyl-2-pyrrolidinone (3 mL), tetrabutylammonium iodide (1.1 g, 2.89 mmol), tris(dibenzylideneacetone)dipalladium(0) (18 mg, 0.09 mmol) and [1,1′-bis(diphenylphosphino)ferrocine]dichloropalladium (II) (11 mg, 0.09 mmol) in a flask. Add 0.5M cyclohexylmethylzinc bromide in THF (3.8 mL, 1.92 mmol) to the mixture, degas 3 times by partially evacuating the atmosphere and flushing with nitrogen and stir the reacti... Reactants: C(\C=C\C(=O)[O-])(=O)[O-] (fumarate), C([O-])([O-])=O.[K+].[K+] (potassium carbonate), ClC1=C(C=CC(=C1)S(=O)(=O)C(C)C)OC1=CC(=C(C=C1)[N+](=O)[O-])[N+](=O)[O-] (2-chloro-4-isopropylsulphonyl-(3,4-dinitrophenoxy)benzene), NCCC#N (3-aminopropionitrile). Run in C(C)#N (acetonitrile). Product: [N+](=O)([O-])C1=C(C=C(C=C1)OC1=C(C=C(C=C1)S(=O)(=O)C(C)C)Cl)NCCC#N (3-[N-{2-nitro-5-(2-chloro-4-isopropylsulphonylphenoxy)phenyl}amino]propionitrile). Yield: 70.9%. RXN SMILES: [Cl:1][C:2]1[CH:7]=[C:6]([S:8]([CH:11]([CH3:13])[CH3:12])(=[O:10])=[O:9])[CH:5]=[CH:4][C:3]=1[O:14][C:15]1[CH:20]=[CH:19][C:18]([N+:21]([O-:23])=[O:22])=[C:17]([N+:24]([O-])=O)[CH:16]=1.[NH2:27][CH2:28][CH2:29][C:30]#N.C([O-])(=O)/C=C/C([O-])=O.C(=O)([O-])[O-].[K+].[K+]>C(#N)C>[N+:21]([C:18]1[CH:19]=[CH:20][C:15]([O:14][C:3]2[CH:4]=[CH:5][C:6]([S:8]([CH:11]([CH3:12])[CH3:13])(=[O:10])=[O:9])=[CH:7][C:2]=2[Cl:1])=[CH:16][C:17]=1[NH:24][CH2:30][CH2:29][C:28]#[N:27])([O-:23])=[O:22] |f:3.4.5|. Procedure details: A solution of 4.0 g of 2-chloro-4-isopropylsulphonyl-(3,4-dinitrophenoxy)benzene and 3.85 g of 3-aminopropionitrile. 0.5 fumarate in 100 ml of acetonitrile, to which 4.1 g of potassium carbonate was added, was refluxed for 6 hours. After evaporation the residue was dissolved in methylenechloride an extracted with water. After washing with water the organic layer was filtered and reduced. Recrystallisation from methanol yielded 3.0 g of the desired product; m.p. 140° C. Solvent: O (water), CO (methanol), O1CCCC1 (tetrahydrofuran). Procedure details: A mixture of 7-[2-(2-formamidothiazol-4-yl)-2-methoxyiminoacetamido]-3-[2-(3-pyridyl)vinyl]-3-cephem-4-carboxylic acid (syn isomer) (cis-trans mixture) (0.8 g) in methanol (6 ml), tetrahydrofuran (3 ml) and conc.hydrochloric acid (0.5 g) were stirred for 3 hours at ambient temperature. The resulting solution was added to a mixture of ethyl acetate and water and adjusted to pH 7.5 with 20% aqueous potassium carbonate. The separated aqueous layer was adjusted to pH 3.5 with 10% hydrochloric acid u... Product: NC=1SC=C(N1)C(C(=O)NC1[C@@H]2N(C(=C(CS2)C=CC=2C=NC=CC2)C(=O)O)C1=O)=NOC (7-[2-(2-aminothiazol-4-yl)-2-methoxyiminoacetamido]-3-[2-(3-pyridyl)vinyl]-3-cephem-4-carboxylic acid). Reaction SMILES: C([NH:3][C:4]1[S:5][CH:6]=[C:7]([C:9](=[N:33][O:34][CH3:35])[C:10]([NH:12][CH:13]2[C:31](=[O:32])[N:15]3[C:16]([C:28]([OH:30])=[O:29])=[C:17]([CH:20]=[CH:21][C:22]4[CH:23]=[N:24][CH:25]=[CH:26][CH:27]=4)[CH2:18][S:19][C@H:14]23)=[O:11])[N:8]=1)=O.Cl.C(OCC)(=O)C.C(=O)([O-])[O-].[K+].[K+]>CO.O1CCCC1.O>[NH2:3][C:4]1[S:5][CH:6]=[C:7]([C:9](=[N:33][O:34][CH3:35])[C:10]([NH:12][CH:13]2[C:31](=[O:32])[N:15]3[C:16]([C:28]([OH:30])=[O:29])=[C:17]([CH:20]=[CH:21][C:22]4[CH:23]=[N:24][CH:25]=[CH:26][CH:27]=4)[CH2:18][S:19][C@H:14]23)=[O:11])[N:8]=1 |f:3.4.5|. Isolated yield 39.7%. Starting materials: C([O-])([O-])=O.[K+].[K+] (potassium carbonate), C(C)(=O)OCC (ethyl acetate), Cl (hydrochloric acid), C(=O)NC=1SC=C(N1)C(C(=O)NC1[C@@H]2N(C(=C(CS2)C=CC=2C=NC=CC2)C(=O)O)C1=O)=NOC (7-[2-(2-formamidothiazol-4-yl)-2-methoxyiminoacetamido]-3-[2-(3-pyridyl)vinyl]-3-cephem-4-carboxylic acid), Cl (hydrochloric acid). The reagents and catalysts are [Pd].[O-]S(=O)(=O)[O-].[Ba+2] (Pd BaSO4). As a reaction SMILES: [CH2:1]([O:4][C:5]1[CH:10]=[CH:9][C:8]([CH:11]=[CH:12][CH2:13][CH2:14][CH2:15][C:16]([OH:18])=[O:17])=[CH:7][CH:6]=1)[CH2:2][CH3:3]>[Pd].[O-]S([O-])(=O)=O.[Ba+2]>[CH2:1]([O:4][C:5]1[CH:10]=[CH:9][C:8]([CH2:11][CH2:12][CH2:13][CH2:14][CH2:15][C:16]([OH:18])=[O:17])=[CH:7][CH:6]=1)[CH2:2][CH3:3] |f:1.2.3|. Yields the product C(CC)OC1=CC=C(C=C1)CCCCCC(=O)O (6-(p-Propoxyphenyl)hexanoic acid). Reported procedure: This compound was synthesized from 6-(p-propoxyphenyl)-5-hexenoic acid (1.49 g, 6 mmol) and Pd/BaSO4 (150 mg) by a hydrogenation reaction. Crystallization (petroleum ether) yielded the product (1.38 g, 92%) as white crystals (mp 42-43° C.), IR: 3400-2500, 1715 cm-1 ; 1H-NMR: 1.00 (t, 3H), 1.55 (m, 8H), 2.40 (m, 4H), 3.90 (t, 2H), 6.95 (q, 4H), 7.90 (bs, 1H). Anal. Calcd. for C15H22O3 : C, 71.97, H, 8.86%; Found: C, 72.04, H, 8.88%. The reactants are C(CC)OC1=CC=C(C=C1)C=CCCCC(=O)O (6-(p-propoxyphenyl)-5-hexenoic acid). Isolated yield 91.9%. Reactants: CCO, Cn1ncc2c([N+](=O)[O-])cccc21, [H][H]. Reaction SMILES: [CH3:16][CH2:17][OH:18].[CH3:1][n:2]1[n:3][cH:4][c:5]2[c:6]([N+:11]([O-:12])=[O:13])[cH:7][cH:8][cH:9][c:10]12.[H:14][H:15]>>[CH3:1][n:2]1[n:3][cH:4][c:5]2[c:6]([NH2:11])[cH:7][cH:8][cH:9][c:10]12. Yields the product Cn1ncc2c(N)cccc21. As a reaction SMILES: [CH2:1]1[CH2:17][CH2:16][CH2:15][CH2:14][CH2:13][CH2:12][C:10](=[O:11])[O:9][CH2:8][CH2:7][CH2:6][CH2:5][CH2:4][CH2:3][CH2:2]1.[I-:18].[Na+].C[Si](Cl)(C)C.[CH2:25](O)[CH3:26]>C(#N)C.C(OCC)C>[I:18][CH2:25][CH2:26][CH2:6][CH2:5][CH2:4][CH2:3][CH2:2][CH2:1][CH2:17][CH2:16][CH2:15][CH2:14][CH2:13][CH2:12][C:10]([O:9][CH2:8][CH3:7])=[O:11] |f:1.2|. Isolated yield 81.0%. Run in C(C)#N (acetonitrile), C(C)OCC (diethyl ether). Yields the product ICCCCCCCCCCCCCCC(=O)OCC (ethyl 15-iodopentadecanoate). The reactants are [I-].[Na+] (sodium iodide), C(C)O (ethanol), C1CCCCCCCOC(=O)CCCCCC1 (cyclopentadecanolide), C[Si](C)(C)Cl (trimethylsilyl chloride). Reported procedure: 150.3 g (0.63 mol) of cyclopentadecanolide were dissolved in 500 ml of acetonitrile under a nitrogen atmosphere, and 229.0 g (1.53 mol) of sodium iodide were added. 170 ml (1.34 mol) of trimethylsilyl chloride were added dropwise through a septum. The mixture was heated under reflux for 18 hours. 158.5 g (3.44 mol) of ethanol were cautiously added to the boiling reaction mixture, which was heated under reflux for a further 2 hours and then allowed to cool to room temperature. 500 ml of diethyl e... The reactants are Cl.Cl.C1(=CC=CC=C1)CN1C2CCCC(C1)N(C2)CC2=CC=CC=C2 (6,8-bis(phenylmethyl)-6,8-diazabicyclo[3.2.2]nonane dihydrochloride). The reagents and catalysts are [Pd] (Pd/C). Solvent: CO.O (methanol water). Product: Cl.Cl.C12CCCC(NC1)CN2 (6,8-diazabicyclo[3.2.2]nonane, dihydrochloride). Yield: 184.7%. Reaction SMILES: [ClH:1].Cl.C1(C[N:10]2[CH2:16][CH:15]3[N:17](CC4C=CC=CC=4)[CH2:18][CH:11]2[CH2:12][CH2:13][CH2:14]3)C=CC=CC=1>[Pd].CO.O>[ClH:1].[ClH:1].[CH:15]12[NH:17][CH2:18][CH:11]([NH:10][CH2:16]1)[CH2:12][CH2:13][CH2:14]2 |f:0.1.2,4.5,6.7.8|. Reported procedure: A solution of 20.28 g (53.5 mmol) of 6,8-bis(phenylmethyl)-6,8-diazabicyclo[3.2.2]nonane dihydrochloride in 400 of 2:1 methanol-water was hydrogenated using 2.5 g of 20% Pd/C catalyst. The reaction mixture was filtered and evaporated to dryness. The residue was triturated with 2-propanol and filtered to give 9.84 g of 6,8-diazabicyclo[3.2.2]nonane, dihydrochloride, mp 300°-310° dec (92%).